From a dataset of the Open Reaction Database (ORD), a public repository of structured organic reaction records. describe an organic reaction: reactants, conditions, products, and yield Reactants: COCCOC, C=CCC(=O)OC, CCOCC, O=C(Cl)C(Cl)(Cl)Cl, [Cu], [Zn]. The product is COC(=O)CC1CC(=O)C1(Cl)Cl. RXN SMILES: [CH3:15][O:16][CH2:17][CH2:18][O:19][CH3:20].[CH3:1][O:2][C:3]([CH2:4][CH:5]=[CH2:6])=[O:7].[CH3:21][CH2:22][O:23][CH2:24][CH3:25].[Cl:8][C:9]([C:10](=[O:11])[Cl:13])([Cl:12])[Cl:14].[Cu:26].[Zn:27]>>[CH3:1][O:2][C:3]([CH2:4][CH:5]1[CH2:6][C:10](=[O:11])[C:9]1([Cl:8])[Cl:14])=[O:7]. The reactants are CC(C(=O)O)(C)C (trimethylacetic acid), COC=1C=CC2=C(SC=C2)C1 (6-methoxybenzo[b]thiophene), BrC1=CC=C(C=C1)F (1-bromo-4-fluorobenzene), chloro[2-(dicyclohexylphosphino)-3,6-dimethoxy-2′,4′,6′-tri-1-propyl-1,1′-biphenyl][2-(2-aminoethyl)phenyl]palladium(II), C([O-])([O-])=O.[K+].[K+] (potassium carbonate). The solvent is CC(=O)N(C)C (DMA). The product is FC1=CC=C(C=C1)C1=CC2=C(S1)C=C(C=C2)OC (2-(4-fluorophenyl)-6-methoxybenzo[b]thiophene). Isolated yield 54.1%. As a reaction SMILES: [CH3:1][O:2][C:3]1[CH:4]=[CH:5][C:6]2[CH:10]=[CH:9][S:8][C:7]=2[CH:11]=1.Br[C:13]1[CH:18]=[CH:17][C:16]([F:19])=[CH:15][CH:14]=1.CC(C)(C)C(O)=O.C(=O)([O-])[O-].[K+].[K+]>CC(N(C)C)=O>[F:19][C:16]1[CH:17]=[CH:18][C:13]([C:9]2[S:8][C:7]3[CH:11]=[C:3]([O:2][CH3:1])[CH:4]=[CH:5][C:6]=3[CH:10]=2)=[CH:14][CH:15]=1 |f:3.4.5|. Procedure details: To a 5 mL microwave vial was added a solution of 6-methoxybenzo[b]thiophene (400 mg, 2.44 mmol) in anhydrous DMA (3 mL) followed by 1-bromo-4-fluorobenzene (448 mg, 2.56 mmol), chloro[2-(dicyclohexylphosphino)-3,6-dimethoxy-2′,4′,6′-tri-1-propyl-1,1′-biphenyl][2-(2-aminoethyl)phenyl]palladium(II) (BrettPhos palladacycle 1st generation, 97 mg, 0.12 mmol), trimethylacetic acid (746 mg, 7.31 mmol) and potassium carbonate (1.01 g, 7.31 mmol). The microwave vial was sealed, purged with nitrogen and s... As a reaction SMILES: CC1(C)[CH2:7][CH2:6][CH2:5][C:4](C)(C)[NH:3]1.C([Li])CCC.[N:16]1[CH:21]=[CH:20][CH:19]=[CH:18][C:17]=1[C:22]([OH:24])=[O:23].O=C1CCN(C(OC(C)(C)C)=O)C1>CCCCCC.C1COCC1>[NH:3]1[CH2:4][CH2:5][C:6]2([C:18]3[C:17](=[N:16][CH:21]=[CH:20][CH:19]=3)[C:22](=[O:24])[O:23]2)[CH2:7]1. Solvent: C1CCOC1 (THF), CCCCCC (hexane), O1CCCC1 (tetrahydrofuran). The reactants are O=C1CN(CC1)C(=O)OC(C)(C)C (tert-butyl 3-oxopyrrolidine-1-carboxylate), CC1(NC(CCC1)(C)C)C (2,2,6,6-tetramethyl-piperidine), C(CCC)[Li] (n-butyllithium), N1=C(C=CC=C1)C(=O)O (2-pyridinecarboxylic acid). Run at time 15 minute. Yields the product N1CC2(CC1)OC(C1=NC=CC=C12)=O (7H-spiro[furo[3,4-b]pyridine-5,3′-pyrrolidin]-7-one). Procedure details: A solution of 2,2,6,6-tetramethyl-piperidine (0.820 mL, 0.00486 mol) in tetrahydrofuran (5 mL, 0.06 mol) at −75 Celsius was added to 1.600 M of n-butyllithium in hexane (4.05 mL). After the mixture was stirred for 15 min, a solution of 2-pyridinecarboxylic acid (199 mg, 0.00162 mmol) was added. The resulting mixture was stirred at −75 Celsius for 10 minutes, then at −20 Celsius for 30 minutes. A solution of tert-butyl 3-oxopyrrolidine-1-carboxylate (250 mg, 0.0013 mol) in THF (2 mL) was then add... Starting materials: C1(CCC2=CC=CC=C12)CC(=O)C1[C@@H](NCS1)C(=O)O (3-(2-indanylacetyl)-D-thioproline), S1CNCC1 (thiazolidine), N1CCCC1 (pyrrolidine), C1(CCC2=CC=CC=C12)CC(=O)C1[C@H](NCS1)C(=O)O (3-(2-indanylacetyl)-L-thioproline). The product is C1(CCC2=CC=CC=C12)CC(=O)C1[C@@H](NCS1)C(=O)N1CCCC1 (1-[3-(2-indanylacetyl)-D-thioprolyl]pyrrolidine). Isolated yield 44.0%. Reaction SMILES: [CH:1]1([CH2:10][C:11]([CH:13]2[S:17][CH2:16][NH:15][C@H:14]2[C:18]([OH:20])=O)=[O:12])[C:9]2[C:4](=[CH:5][CH:6]=[CH:7][CH:8]=2)[CH2:3][CH2:2]1.[NH:21]1[CH2:25][CH2:24][CH2:23][CH2:22]1.C1(CC(C2SCN[C@@H]2C(O)=O)=O)C2C(=CC=CC=2)CC1.S1CCNC1>>[CH:1]1([CH2:10][C:11]([CH:13]2[S:17][CH2:16][NH:15][C@H:14]2[C:18]([N:21]2[CH2:25][CH2:24][CH2:23][CH2:22]2)=[O:20])=[O:12])[C:9]2[C:4](=[CH:5][CH:6]=[CH:7][CH:8]=2)[CH2:3][CH2:2]1. Reported procedure: Colorless crystals of 1-[3-(2-indanylacetyl)-D-thioprolyl]pyrrolidine were prepared in the same manner as in Example 1, except that 3-(2-indanylacetyl)-D-thioproline prepared in Reference Example 26 and pyrrolidine were used instead of 3-(2-indanylacetyl)-L-thioproline and thiazolidine, respectively (yield: 44%). The product is BrC=1C=CC=2N(C1)C(=CN2)C2=CC=C(C#N)C=C2 (4-(6-Bromo-imidazo[1,2-a]pyridin-3-yl)-benzonitrile). Reactants: solid, intermediate E, BrC=1C=CC=2N(C1)C(=CN2)I (6-bromo-3-iodoimidazo[1,2-a]pyridine), C(#N)C1=CC=C(C=C1)B(O)O (4-cyano-phenylboronic acid). As a reaction SMILES: [Br:1][C:2]1[CH:3]=[CH:4][C:5]2[N:6]([C:8](I)=[CH:9][N:10]=2)[CH:7]=1.[C:12]([C:14]1[CH:19]=[CH:18][C:17](B(O)O)=[CH:16][CH:15]=1)#[N:13]>>[Br:1][C:2]1[CH:3]=[CH:4][C:5]2[N:6]([C:8]([C:17]3[CH:18]=[CH:19][C:14]([C:12]#[N:13])=[CH:15][CH:16]=3)=[CH:9][N:10]=2)[CH:7]=1. Procedure: The title compound, light brown solid (0.47 g, 73%), MS (ISP) m/z=298.4 [(M+H)+], mp 176° C., was prepared in accordance with the general method of intermediate E from commercially available 6-bromo-3-iodoimidazo[1,2-a]pyridine (0.7 g, 2.17 mmol) and commercially available 4-cyano-phenylboronic acid (0.36 g, 2.38 mmol). Starting materials: BrC=1C=C2C(=CC1)OC1(CCC1)C1(COC1)C21N=C(OC1)N(C(=O)OC(C)(C)C)C(=O)OC(C)(C)C (di-tert-butyl (6′-bromotrispiro[cyclobutane-1,2′-chromene-4′,4″-[1,3]oxazole-3′,3′″-oxetan]-2″-yl)imidodicarbonate), [Br-].C(C(C)C)[Zn+] (isobutylzinc bromide), C1(=C(C=CC=C1)P(C(C)(C)C)C(C)(C)C)C1=CC=CC=C1 (biphenyl-2-yl(di-tert-butyl)phosphine). The reagents and catalysts are C(C)(=O)[O-].[Pd+2].C(C)(=O)[O-] (palladium (II) acetate). The solvent is C1CCOC1 (THF). Reaction conditions: time 17 hour. Product: C(C(C)C)C=1C=C2C(=CC1)OC1(CCC1)C1(COC1)C21N=C(OC1)N (6′-isobutyltrispiro[cyclobutane-1,2′-chromene-4′,4″-[1,3]oxazole-3′,3′″-oxetan]-2″-amine). Yield: 324.5%. Reaction SMILES: [C:1]1([C:16]2C=CC=CC=2)[CH:6]=CC=C[C:2]=1P(C(C)(C)C)C(C)(C)C.Br[C:23]1[CH:24]=[C:25]2[C:38]3([CH2:42][O:41][C:40]([N:43](C(OC(C)(C)C)=O)C(OC(C)(C)C)=O)=[N:39]3)[C:34]3([CH2:37][O:36][CH2:35]3)[C:30]3([CH2:33][CH2:32][CH2:31]3)[O:29][C:26]2=[CH:27][CH:28]=1.[Br-].C([Zn+])C(C)C>C1COCC1.C([O-])(=O)C.[Pd+2].C([O-])(=O)C>[CH2:2]([C:23]1[CH:24]=[C:25]2[C:38]3([CH2:42][O:41][C:40]([NH2:43])=[N:39]3)[C:34]3([CH2:37][O:36][CH2:35]3)[C:30]3([CH2:31][CH2:32][CH2:33]3)[O:29][C:26]2=[CH:27][CH:28]=1)[CH:1]([CH3:16])[CH3:6] |f:2.3,5.6.7|. Reported procedure: To a stirred mixture of palladium (II) acetate (7.9 mg, 0.035 mmol) and biphenyl-2-yl(di-tert-butyl)phosphine (5.3 mg, 0.018 mmol) in THF (5 mL) under argon atmosphere was added di-tert-butyl (6′-bromotrispiro[cyclobutane-1,2′-chromene-4′,4″-[1,3]oxazole-3′,3′″-oxetan]-2″-yl)imidodicarbonate (100 mg, 0.177 mmol) followed by isobutylzinc bromide (0.5 M THF solution, 1.1 mL). The reaction mixture was stirred at room temperature for 17 hours, and then the reaction was quenched with H2O and brine. T... Reactants: C1CCOC1, CCOC(=O)c1ccc(C#Cc2ccc3c(c2)C(C(C)(C)C)=CCC3(C)C)cc1, O. Product: CC(C)(C)C1=CCC(C)(C)c2ccc(C#Cc3ccc(C(=O)O)cc3)cc21. As a reaction SMILES: [CH2:30]1[O:31][CH2:32][CH2:33][CH2:34]1.[CH3:1][C:2]1([CH3:29])[CH2:3][CH:4]=[C:5]([C:25]([CH3:26])([CH3:27])[CH3:28])[c:6]2[cH:7][c:8]([C:12]#[C:13][c:14]3[cH:15][cH:16][c:17]([C:18](=[O:19])[O:20][CH2:21][CH3:22])[cH:23][cH:24]3)[cH:9][cH:10][c:11]21.[OH2:35]>>[CH3:1][C:2]1([CH3:29])[CH2:3][CH:4]=[C:5]([C:25]([CH3:26])([CH3:27])[CH3:28])[c:6]2[cH:7][c:8]([C:12]#[C:13][c:14]3[cH:15][cH:16][c:17]([C:18](=[O:19])[OH:20])[cH:23][cH:24]3)[cH:9][cH:10][c:11]21. Starting materials: O1COC2=C1C=CC(=C2)C2CCC(CC2)=O (4-(1,3-Benzodioxol-5-yl)cyclohexanone), FC1=C(CC2CCNCC2)C=C(C=C1)F (4-(2,5-difluorobenzyl)piperidine). Yields the product O1COC2=C1C=CC(=C2)[C@@H]2CC[C@H](CC2)N2CCC(CC2)CC2=C(C=CC(=C2)F)F (Trans 1-[4-(1,3-benzodioxol-5-yl)-1-cyclohexyl]-4-[(2,5-difluorophenyl)methyl]piperidine). Isolated yield 31.0%. As a reaction SMILES: [O:1]1[C:5]2[CH:6]=[CH:7][C:8]([CH:10]3[CH2:15][CH2:14][C:13](=O)[CH2:12][CH2:11]3)=[CH:9][C:4]=2[O:3][CH2:2]1.[F:17][C:18]1[CH:30]=[CH:29][C:28]([F:31])=[CH:27][C:19]=1[CH2:20][CH:21]1[CH2:26][CH2:25][NH:24][CH2:23][CH2:22]1>>[O:1]1[C:5]2[CH:6]=[CH:7][C:8]([C@H:10]3[CH2:15][CH2:14][C@H:13]([N:24]4[CH2:23][CH2:22][CH:21]([CH2:20][C:19]5[CH:27]=[C:28]([F:31])[CH:29]=[CH:30][C:18]=5[F:17])[CH2:26][CH2:25]4)[CH2:12][CH2:11]3)=[CH:9][C:4]=2[O:3][CH2:2]1. Reported procedure: 4-(1,3-Benzodioxol-5-yl)cyclohexanone and 4-(2,5-difluorobenzyl)piperidine were reacted as described in example 9 to give the product (31%, mp: 96°-97° C.). Calc'd for C25H29F2NO2 : C, 72.61%; H, 7.07%; N, 3.39%. Found: C, 72.66%; H, 7.07%; N, 3.30%. Reactants: [Br-], Clc1ccc(OCc2ccccc2)c(I)n1, CC(C)[Mg+], CC=O, [Cl-], [NH4+], C1CCOC1. Yields the product CC(O)c1nc(Cl)ccc1OCc1ccccc1. RXN SMILES: [Br-:17].[CH2:1]([c:2]1[cH:3][cH:4][cH:5][cH:6][cH:7]1)[O:8][c:9]1[c:10]([I:16])[n:11][c:12]([Cl:15])[cH:13][cH:14]1.[CH:18]([Mg+:19])([CH3:20])[CH3:21].[CH:22]([CH3:23])=[O:24].[Cl-:25].[NH4+:26].[O:27]1[CH2:28][CH2:29][CH2:30][CH2:31]1>>[CH2:1]([c:2]1[cH:3][cH:4][cH:5][cH:6][cH:7]1)[O:8][c:9]1[c:10]([CH:22]([CH3:23])[OH:24])[n:11][c:12]([Cl:15])[cH:13][cH:14]1. The reactants are OC1=C(C=C(CNC(=O)C2=C3C[C@@H]4[C@H](C3=C(S2)C)C4(C)C)C=C1C)C ((1aS,5aR)-1,1,2-trimethyl-1,1a,5,5a-tetrahydro-3-thia-cyclopropa[a]pentalene-4-carboxylic acid 4-hydroxy-3,5-dimethyl-benzylamide), [OH-].[Na+] (NaOH), [Na+].[I-] (NaI), BrCCO (2-bromo-ethanol). Run in C(=O)O (Formic acid), C(C)(C)O (isopropanol). Reaction conditions: temperature 90 celsius, time 8 hour. The product is OCCOC1=C(C=C(CNC(=O)C2=C3C[C@@H]4[C@H](C3=C(S2)C)C4(C)C)C=C1C)C ((1aS,5aR)-1,1,2-trimethyl-1,1a,5,5a-tetrahydro-3-thia-cyclopropa[a]pentalene-4-carboxylic acid 4-(2-hydroxy-ethoxy)-3,5-dimethyl-benzylamide). The yield is 54.1%. As a reaction SMILES: [OH:1][C:2]1[C:23]([CH3:24])=[CH:22][C:5]([CH2:6][NH:7][C:8]([C:10]2[S:17][C:16]([CH3:18])=[C:15]3[C:11]=2[CH2:12][C@H:13]2[C:19]([CH3:21])([CH3:20])[C@H:14]23)=[O:9])=[CH:4][C:3]=1[CH3:25].[OH-].[Na+].[Na+].[I-].Br[CH2:31][CH2:32][OH:33]>C(O)(C)C.C(O)=O>[OH:33][CH2:32][CH2:31][O:1][C:2]1[C:23]([CH3:24])=[CH:22][C:5]([CH2:6][NH:7][C:8]([C:10]2[S:17][C:16]([CH3:18])=[C:15]3[C:11]=2[CH2:12][C@H:13]2[C:19]([CH3:21])([CH3:20])[C@H:14]23)=[O:9])=[CH:4][C:3]=1[CH3:25] |f:1.2,3.4|. Procedure details: To a solution of (1aS,5aR)-1,1,2-trimethyl-1,1a,5,5a-tetrahydro-3-thia-cyclopropa[a]pentalene-4-carboxylic acid 4-hydroxy-3,5-dimethyl-benzylamide (100 mg) (8.9 mg, 0.025 mmol) in isopropanol (1 mL) is added 2 N aq. NaOH (100 μL), NaI (1 mg, 0.007 mmol) and 2-bromo-ethanol (12.5 mg, 0.1 mmol). The reaction mixture is heated to 90° C. and shaken for 8 h before it is cooled to rt. Formic acid (0.2 mL) is added and the reaction mixture is separated by prep. HPLC to give (1aS,5aR)-1,1,2-trimethyl-1,...